describe an organic reaction: reactants, conditions, products, and yield From a dataset of the Open Reaction Database (ORD), a public repository of structured organic reaction records. Starting materials: O(C1=CC=CC=C1)C(C(=O)OCC)C (ethyl 2-phenoxypropionate), C(C1=CC=CC=C1)OC1=CC=C(CCl)C=C1 (4-benzyloxybenzyl chloride), C1(CCCCC1)NC1CCCCC1 (dicyclohexylamine). Product: C(C1=CC=CC=C1)OC1=CC=C(C=C1)CC(C(=O)OCC)(OC1=CC=CC=C1)C (Ethyl 3-(4-benzyloxyphenyl)-2-methyl-2-phenoxypropionate). The yield is 40.2%. As a reaction SMILES: [O:1]([CH:8]([CH3:14])[C:9]([O:11][CH2:12][CH3:13])=[O:10])[C:2]1[CH:7]=[CH:6][CH:5]=[CH:4][CH:3]=1.[CH2:15]([O:22][C:23]1[CH:30]=[CH:29][C:26]([CH2:27]Cl)=[CH:25][CH:24]=1)[C:16]1[CH:21]=[CH:20][CH:19]=[CH:18][CH:17]=1.C1(NC2CCCCC2)CCCCC1>>[CH2:15]([O:22][C:23]1[CH:30]=[CH:29][C:26]([CH2:27][C:8]([CH3:14])([O:1][C:2]2[CH:7]=[CH:6][CH:5]=[CH:4][CH:3]=2)[C:9]([O:11][CH2:12][CH3:13])=[O:10])=[CH:25][CH:24]=1)[C:16]1[CH:21]=[CH:20][CH:19]=[CH:18][CH:17]=1. Reported procedure: In a similar manner to that described in Reference example 7(c), a reaction was carried out using ethyl 2-phenoxypropionate (6.15 g), 4-benzyloxybenzyl chloride (9.62 g) and dicyclohexylamine (5.78 g) instead of diisopropylamine and the reaction mixture was treated to afford the desired compound (4.97 g) as a syrup. Reactants: BrC=1C=C(C=C(C1)OCOC)N1C(C(CC1=O)(C)C)=O (1-(3-bromo-5-methoxymethoxy-phenyl)-3,3-dimethyl-pyrrolidine-2,5-dione). The solvent is C1CCOC1 (THF). Conditions: time 12 hour. Yields the product BrC=1C=C(C=C(C1)OCOC)N1CC(CC1)(C)C (1-(3-bromo-5-methoxymethoxy-phenyl)-3,3-dimethyl-pyrrolidine). Yield: 87.5%. RXN SMILES: [Br:1][C:2]1[CH:3]=[C:4]([N:12]2[C:16](=O)[CH2:15][C:14]([CH3:19])([CH3:18])[C:13]2=O)[CH:5]=[C:6]([O:8][CH2:9][O:10][CH3:11])[CH:7]=1>C1COCC1>[Br:1][C:2]1[CH:3]=[C:4]([N:12]2[CH2:16][CH2:15][C:14]([CH3:19])([CH3:18])[CH2:13]2)[CH:5]=[C:6]([O:8][CH2:9][O:10][CH3:11])[CH:7]=1. Procedure details: To a solution of 1-(3-bromo-5-methoxymethoxy-phenyl)-3,3-dimethyl-pyrrolidine-2,5-dione (643 mg, 1.88 mmol) in dry THF (8 ml) (under nitrogen) was added a solution of borane-dimethylsulfide complex (1.7 ml, 16.9 mmol, 10.1M) via slow drop-wise addition. The material was stirred for 12 hours. The mixture was cooled (ice bath) and carefully quenched via the slow drop-wise addition of water (10 ml). Methylene chloride (60 ml), and water (50 ml) were added and the material shaken. The organic phase ...